From a dataset of the Open Reaction Database (ORD), a public repository of structured organic reaction records. describe an organic reaction: reactants, conditions, products, and yield The reactants are ClC1=C(OCC(=O)O)C=CC(=C1)C(F)(F)F ((2-chloro-4-trifluoromethyl-phenoxy)-acetic acid), NC1=C(C(=O)OCC)C=C(C=C1)OCCN(CC)CC (ethyl 2-amino-5-(2-diethylamino-ethoxy)-benzoate). The product is ClC1=C(OCC(=O)NC2=C(C(=O)OCC)C=C(C=C2)OCCN(CC)CC)C=CC(=C1)C(F)(F)F (ethyl 2-[2-(2-chloro-4-trifluoromethyl-phenoxy)-acetylamino]-5-(2-diethylamino-ethoxy)-benzoate). RXN SMILES: [Cl:1][C:2]1[CH:12]=[C:11]([C:13]([F:16])([F:15])[F:14])[CH:10]=[CH:9][C:3]=1[O:4][CH2:5][C:6]([OH:8])=O.[NH2:17][C:18]1[CH:28]=[CH:27][C:26]([O:29][CH2:30][CH2:31][N:32]([CH2:35][CH3:36])[CH2:33][CH3:34])=[CH:25][C:19]=1[C:20]([O:22][CH2:23][CH3:24])=[O:21]>>[Cl:1][C:2]1[CH:12]=[C:11]([C:13]([F:16])([F:15])[F:14])[CH:10]=[CH:9][C:3]=1[O:4][CH2:5][C:6]([NH:17][C:18]1[CH:28]=[CH:27][C:26]([O:29][CH2:30][CH2:31][N:32]([CH2:35][CH3:36])[CH2:33][CH3:34])=[CH:25][C:19]=1[C:20]([O:22][CH2:23][CH3:24])=[O:21])=[O:8]. Procedure: The product was obtained according to general working method I starting from 1.00 g (3.567 mmol) (2-chloro-4-trifluoromethyl-phenoxy)-acetic acid (Z2b) and 0.908 g (3.567 mmol) ethyl 2-amino-5-(2-diethylamino-ethoxy)-benzoate (Z25c). Reactants: M-indole, C1=CC=CC2=NC=C3C=CC=CC3=C12 (phenanthridine), C1(CCCC1)C(=O)Cl (cyclopentanecarboxylic acid chloride), N1C=CC2=CC=CC=C12 (indole). Product: C1(CCCC1)C(=O)N1C=2C=CC=CC2C2=CC=CC=C2C1C1=CNC2=CC=CC=C12 (Cyclopentyl-[6-(1H-indol-3-yl)-6H-phenanthridin-5-yl]-methanone). RXN SMILES: [CH:1]1[C:14]2[C:5](=[N:6][CH:7]=[C:8]3[C:13]=2[CH:12]=[CH:11][CH:10]=[CH:9]3)[CH:4]=[CH:3][CH:2]=1.[CH:15]1([C:20](Cl)=[O:21])[CH2:19][CH2:18][CH2:17][CH2:16]1.[NH:23]1[C:31]2[C:26](=[CH:27][CH:28]=[CH:29][CH:30]=2)[CH:25]=[CH:24]1>>[CH:15]1([C:20]([N:6]2[CH:7]([C:25]3[C:26]4[C:31](=[CH:30][CH:29]=[CH:28][CH:27]=4)[NH:23][CH:24]=3)[C:8]3[C:13](=[CH:12][CH:11]=[CH:10][CH:9]=3)[C:14]3[CH:1]=[CH:2][CH:3]=[CH:4][C:5]2=3)=[O:21])[CH2:19][CH2:18][CH2:17][CH2:16]1. Reported procedure: Cyclopentyl-[6-(1H-indol-3-yl)-6H-phenanthridin-5-yl]-methanone was prepared from phenanthridine, cyclopentanecarboxylic acid chloride, and indole according to GP 2. Yield, 10%. 1H-NMR (DMSO-d6): δ=1.28-1.43 (m, 2H), 1.47-1.75 (m, 4H), 1.90-2.04 (m, 2H), 3.14-3.26 (m, 1H), 6.07 (s, br., 1H), 6.95-7.10 (m, 3H), 7.16 (td, J=7.6 Hz, J=1.6 Hz, 1H), 7.20-7.31 (m, 3H), 7.35-7.42 (m, 1H), 7.44-7.52 (m, 2H), 7.66 (d, J=7.4 Hz, 1H), 7.93 (d, J=7.4 Hz, 1H), 8.01 (d, J=7.5 Hz, 1H), 10.61 (s, 1H); (+)-ESI-M... Reactants: Cl, O=N[O-], Nc1ccc2c(c1)C(=O)NCC2, [Na+], O. Yields the product NNc1ccc2c(c1)C(=O)NCC2. RXN SMILES: [ClH:17].[N:13]([O-:14])=[O:15].[NH2:1][c:2]1[cH:3][cH:4][c:5]2[c:10]([cH:11]1)[C:9](=[O:12])[NH:8][CH2:7][CH2:6]2.[Na+:16].[OH2:18]>>[NH:1]([c:2]1[cH:3][cH:4][c:5]2[c:10]([cH:11]1)[C:9](=[O:12])[NH:8][CH2:7][CH2:6]2)[NH2:13]. Reactants: C(#N)C=1C=C(C=CC1CC(C)C)C1=NN=C(S1)C=1C(=C(C=CC1)CCN1CCC(CC1)C(=O)OCC)CC (ethyl 1-[2-(3-{5-[3-cyano-4-(2-methylpropyl)phenyl]-1,3,4-thiadiazol-2-yl}-2-ethylphenyl)ethyl]-4-piperidinecarboxylate), [OH-].[Na+] (sodium hydroxide), Cl (HCl). Run in C(C)(C)O (isopropanol), O (water). Run at time 1 hour. Product: C(#N)C=1C=C(C=CC1CC(C)C)C1=NN=C(S1)C=1C(=C(C=CC1)CCN1CCC(CC1)C(=O)O)CC (1-[2-(3-{5-[3-cyano-4-(2-methylpropyl)phenyl]-1,3,4-thiadiazol-2-yl}-2-ethylphenyl)ethyl]-4-piperidinecarboxylic acid). Yield: 24.7%. RXN SMILES: [C:1]([C:3]1[CH:4]=[C:5]([C:13]2[S:17][C:16]([C:18]3[C:19]([CH2:37][CH3:38])=[C:20]([CH2:24][CH2:25][N:26]4[CH2:31][CH2:30][CH:29]([C:32]([O:34]CC)=[O:33])[CH2:28][CH2:27]4)[CH:21]=[CH:22][CH:23]=3)=[N:15][N:14]=2)[CH:6]=[CH:7][C:8]=1[CH2:9][CH:10]([CH3:12])[CH3:11])#[N:2].[OH-].[Na+].Cl>C(O)(C)C.O>[C:1]([C:3]1[CH:4]=[C:5]([C:13]2[S:17][C:16]([C:18]3[C:19]([CH2:37][CH3:38])=[C:20]([CH2:24][CH2:25][N:26]4[CH2:31][CH2:30][CH:29]([C:32]([OH:34])=[O:33])[CH2:28][CH2:27]4)[CH:21]=[CH:22][CH:23]=3)=[N:15][N:14]=2)[CH:6]=[CH:7][C:8]=1[CH2:9][CH:10]([CH3:11])[CH3:12])#[N:2] |f:1.2|. Procedure details: To a solution of ethyl 1-[2-(3-{5-[3-cyano-4-(2-methylpropyl)phenyl]-1,3,4-thiadiazol-2-yl}-2-ethylphenyl)ethyl]-4-piperidinecarboxylate (D33) (64 mg) in isopropanol (3 mL) and water (3 mL) was added sodium hydroxide (50 mg). The reaction mixture was stirred at room temperature for 1 h. The reaction mixture was neutralized with 1 M HCl solution. The solvent was removed in vacuo. The residue was dissolved in THF, and filtered. The filtrate was purified by Mass Directed AutoPrep to give 1-[2-(3-{5... The reactants are C(=C)OCCONC(=O)C1=C(C=2N(C=C1)C=NC2)NC2=C(C=C(C=C2)Br)Cl (8-(4-Bromo-2-chloro-phenylamino)-imidazo[1,5-a]pyridine-7-carboxylic acid (2-vinyloxy-ethoxy)-amide), C(=O)O (formic acid), C(C)#N (acetonitrile). Solvent: ClCCl (dichloromethane), CO (methanol), CO (methanol), O (water). Yields the product OCCONC(=O)C1=C(C=2N(C=C1)C=NC2)NC2=C(C=C(C=C2)Br)Cl (8-(4-Bromo-2-chloro-phenylamino)-imidazo[1,5-a]pyridine-7-carboxylic acid (2-hydroxy-ethoxy)-amide). Yield: 23.5%. Reaction SMILES: C([O:3][CH2:4][CH2:5][O:6][NH:7][C:8]([C:10]1[CH:15]=[CH:14][N:13]2[CH:16]=[N:17][CH:18]=[C:12]2[C:11]=1[NH:19][C:20]1[CH:25]=[CH:24][C:23]([Br:26])=[CH:22][C:21]=1[Cl:27])=[O:9])=C.C(O)=O.C(#N)C>CO.ClCCl.O>[OH:3][CH2:4][CH2:5][O:6][NH:7][C:8]([C:10]1[CH:15]=[CH:14][N:13]2[CH:16]=[N:17][CH:18]=[C:12]2[C:11]=1[NH:19][C:20]1[CH:25]=[CH:24][C:23]([Br:26])=[CH:22][C:21]=1[Cl:27])=[O:9]. Reported procedure: 8-(4-Bromo-2-chloro-phenylamino)-imidazo[1,5-a]pyridine-7-carboxylic acid (2-vinyloxy-ethoxy)-amide (196 mg, 0.43 mmol) was dissolved in methanol and loaded onto an Isolute® SCX-2 cartridge (10 g). The cartridge was then washed with methanol and the desired product was subsequently eluted using 2M NH3 in MeOH. Appropriate fractions were combined and concentrated to give a residue that was subjected to flash chromatography (Si-PPC, gradient 0% to 10%, methanol in dichloromethane). The appropriate... The reactants are O=C([O-])[O-], COP(=O)(CNS(=O)(=O)c1cc2ccccc2s1)OC, CI, [Cs+], [Cs+], CN(C)C=O. Product: COP(=O)(CN(C)S(=O)(=O)c1cc2ccccc2s1)OC. As a reaction SMILES: [C:21](=[O:22])([O-:23])[O-:24].[CH3:1][O:2][P:3]([O:4][CH3:5])(=[O:6])[CH2:7][NH:8][S:9](=[O:10])(=[O:11])[c:12]1[s:13][c:14]2[c:15]([cH:16]1)[cH:17][cH:18][cH:19][cH:20]2.[CH3:27][I:28].[Cs+:25].[Cs+:26].[O:29]=[CH:30][N:31]([CH3:32])[CH3:33]>>[CH3:1][O:2][P:3]([O:4][CH3:5])(=[O:6])[CH2:7][N:8]([S:9](=[O:10])(=[O:11])[c:12]1[s:13][c:14]2[c:15]([cH:16]1)[cH:17][cH:18][cH:19][cH:20]2)[CH3:21].